Dataset: the Open Reaction Database (ORD), a public repository of structured organic reaction records. Task: describe an organic reaction: reactants, conditions, products, and yield Starting materials: CC(C)(C)O, CC=C(C)C, [O-][Cl+][O-], Cl, O=Cc1ccc(-c2noc(-c3ccc(C(F)(F)F)cc3)n2)cc1, [Na+], [Na+], C1CCOC1, O, O=P([O-])(O)O. Yields the product O=C(O)c1ccc(-c2noc(-c3ccc(C(F)(F)F)cc3)n2)cc1. RXN SMILES: [C:45]([OH:46])([CH3:47])([CH3:48])[CH3:49].[CH3:30][C:31](=[CH:32][CH3:33])[CH3:34].[Cl+:35]([O-:36])[O-:37].[ClH:39].[F:1][C:2]([c:3]1[cH:4][cH:5][c:6](-[c:9]2[n:10][c:11](-[c:14]3[cH:15][cH:16][c:17]([CH:18]=[O:19])[cH:20][cH:21]3)[n:12][o:13]2)[cH:7][cH:8]1)([F:22])[F:23].[Na+:29].[Na+:38].[O:40]1[CH2:41][CH2:42][CH2:43][CH2:44]1.[OH2:50].[P:24](=[O:25])([O-:26])([OH:27])[OH:28]>>[F:1][C:2]([c:3]1[cH:4][cH:5][c:6](-[c:9]2[n:10][c:11](-[c:14]3[cH:15][cH:16][c:17]([C:18](=[O:19])[OH:25])[cH:20][cH:21]3)[n:12][o:13]2)[cH:7][cH:8]1)([F:22])[F:23]. Starting materials: NC(=O)c1cc(Oc2ccc(Nc3ncccc3C(=O)Nc3ccc(F)cc3F)cc2F)ccn1, O=C(Nc1ccc(Cl)cc1)c1cccnc1Cl, NC(=O)c1cc(Oc2ccc(N)cc2F)ccn1. Product: NC(=O)c1cc(Oc2ccc(Nc3ncccc3C(=O)Nc3ccc(Cl)cc3)cc2F)ccn1. Reaction SMILES: [C:19]([c:20]1[cH:21][c:22]([O:23][c:24]2[cH:25][cH:26][c:27]([NH:28][c:29]3[n:30][cH:31][cH:32][cH:33][c:34]3[C:35]([NH:36][c:37]3[cH:38][cH:39][c:40]([F:41])[cH:42][c:43]3[F:44])=[O:45])[cH:46][c:47]2[F:48])[cH:49][cH:50][n:51]1)(=[O:52])[NH2:53].[Cl:54][c:55]1[c:56]([C:57](=[O:58])[NH:59][c:60]2[cH:61][cH:62][c:63]([Cl:66])[cH:64][cH:65]2)[cH:67][cH:68][cH:69][n:70]1.[NH2:1][c:2]1[cH:3][c:4]([F:18])[c:5]([O:6][c:7]2[cH:8][c:9]([C:13](=[O:14])[NH2:15])[n:10][cH:11][cH:12]2)[cH:16][cH:17]1>>[NH:1]([c:2]1[cH:3][c:4]([F:18])[c:5]([O:6][c:7]2[cH:8][c:9]([C:13](=[O:14])[NH2:15])[n:10][cH:11][cH:12]2)[cH:16][cH:17]1)[c:55]1[c:56]([C:57](=[O:58])[NH:59][c:60]2[cH:61][cH:62][c:63]([Cl:66])[cH:64][cH:65]2)[cH:67][cH:68][cH:69][n:70]1. Yields the product FC(C=1C(=NC=C(C(=O)N)C1)C1=CN=C2C(=N1)N=CC=C2NC2=NC=C(C=C2)C(F)(F)F)(F)F (5-Trifluoromethyl-6-[8-(5-trifluoromethyl-pyridin-2-ylamino)-pyrido[2,3-b]pyrazin-3-yl]-nicotinamide). Run in O1CCOCC1 (dioxane), O (water). Starting materials: CC1(C2=C(C(=CC=C2)P(C3=CC=CC=C3)C4=CC=CC=C4)OC5=C(C=CC=C51)P(C6=CC=CC=C6)C7=CC=CC=C7)C (xantphos), NC1=CC=NC2=NC(=CN=C21)C2=NC=C(C(=O)N)C=C2C(F)(F)F (6-(8-amino-pyrido[2,3-b]pyrazin-3-yl)-5-trifluoromethyl-nicotinamide), C([O-])([O-])=O.[Cs+].[Cs+] (cesium carbonate), ClC1=NC=C(C=C1)C(F)(F)F (2-chloro-5-trifluoromethyl pyridine). The reagents and catalysts are C=1C=CC(=CC1)/C=C/C(=O)/C=C/C2=CC=CC=C2.C=1C=CC(=CC1)/C=C/C(=O)/C=C/C2=CC=CC=C2.C=1C=CC(=CC1)/C=C/C(=O)/C=C/C2=CC=CC=C2.[Pd].[Pd] (Pd2 dba3). Reaction SMILES: [NH2:1][C:2]1[C:11]2[C:6](=[N:7][C:8]([C:12]3[C:20]([C:21]([F:24])([F:23])[F:22])=[CH:19][C:15]([C:16]([NH2:18])=[O:17])=[CH:14][N:13]=3)=[CH:9][N:10]=2)[N:5]=[CH:4][CH:3]=1.C(=O)([O-])[O-].[Cs+].[Cs+].Cl[C:32]1[CH:37]=[CH:36][C:35]([C:38]([F:41])([F:40])[F:39])=[CH:34][N:33]=1.CC1(C)C2C(=C(P(C3C=CC=CC=3)C3C=CC=CC=3)C=CC=2)OC2C(P(C3C=CC=CC=3)C3C=CC=CC=3)=CC=CC1=2>O1CCOCC1.C1C=CC(/C=C/C(/C=C/C2C=CC=CC=2)=O)=CC=1.C1C=CC(/C=C/C(/C=C/C2C=CC=CC=2)=O)=CC=1.C1C=CC(/C=C/C(/C=C/C2C=CC=CC=2)=O)=CC=1.[Pd].[Pd].O>[F:22][C:21]([F:24])([F:23])[C:20]1[C:12]([C:8]2[N:7]=[C:6]3[N:5]=[CH:4][CH:3]=[C:2]([NH:1][C:32]4[CH:37]=[CH:36][C:35]([C:38]([F:41])([F:40])[F:39])=[CH:34][N:33]=4)[C:11]3=[N:10][CH:9]=2)=[N:13][CH:14]=[C:15]([CH:19]=1)[C:16]([NH2:18])=[O:17] |f:1.2.3,7.8.9.10.11|. Procedure: To a de-gassed mixture of 6-(8-amino-pyrido[2,3-b]pyrazin-3-yl)-5-trifluoromethyl-nicotinamide (51 mg, 0.15 mmol), cesium carbonate (98 mg, 0.3 mmol), 2-chloro-5-trifluoromethyl pyridine (27 mg, 0.15 mmol) in dioxane (5 mL) under nitrogen, add Pd2 dba3 (9 mg) and xantphos (7 mg). Stir the mixture at 100° C. for 3 hours, cool, add water (10 mL) and extract with EtOAc. Dry the combined extracts over Na2SO4, concentrate under vacuum. Purify by chromatography eluting with DCM/MeOH/ammonium hydroxide... Conditions: temperature 100 celsius, time 3 hour. The reactants are O.ON1N=NC2=C1C=CC=C2 (1-hydroxybenzotriazole monohydrate), Cl.CN1CC2=C(CC1)N=C(S2)C(=O)O (5-methyl-4,5,6,7-tetrahydrothiazolo[5,4-c]pyridine-2-carboxylic acid hydrochloride), Cl.CN(CCCN=C=NCC)C (1-(3-dimethylaminopropyl)-3-ethylcarbodiimide hydrochloride), resultant mixture, N[C@H]1[C@H](CC[C@@H](C1)C(=O)N(C)C)NC(C(=O)NC1=NC=C(C=C1)Cl)=O (N1-{(1S,2R,4S)-2-Amino-4-[(dimethylamino)carbonyl]cyclohexyl}-N2-(5-chloropyridin-2-yl)ethanediamide). The solvent is CC(=O)N(C)C (dimethylacetamide), O (water), C(C)N(CC)CC (triethylamine). Yields the product ClC=1C=CC(=NC1)NC(C(=O)N[C@@H]1[C@@H](C[C@H](CC1)C(=O)N(C)C)NC(=O)C=1SC=2CN(CCC2N1)C)=O (N1-(5-Chloropyridin-2-yl)-N2-((1S,2R,4S)-4-[(dimethylamino)carbonyl]-2-{[(5-methyl-4,5,6,7-tetrahydrothiazolo[5,4-c]pyridin-2-yl)carbonyl]amino}cyclohexyl)ethanediamide). The yield is 81.8%. As a reaction SMILES: [NH2:1][C@@H:2]1[CH2:7][C@@H:6]([C:8]([N:10]([CH3:12])[CH3:11])=[O:9])[CH2:5][CH2:4][C@@H:3]1[NH:13][C:14](=[O:25])[C:15]([NH:17][C:18]1[CH:23]=[CH:22][C:21]([Cl:24])=[CH:20][N:19]=1)=[O:16].O.ON1C2C=CC=CC=2N=N1.Cl.[CH3:38][N:39]1[CH2:44][CH2:43][C:42]2[N:45]=[C:46]([C:48](O)=[O:49])[S:47][C:41]=2[CH2:40]1.Cl.CN(C)CCCN=C=NCC>CC(N(C)C)=O.O.C(N(CC)CC)C>[Cl:24][C:21]1[CH:22]=[CH:23][C:18]([NH:17][C:15](=[O:16])[C:14]([NH:13][C@H:3]2[CH2:4][CH2:5][C@H:6]([C:8]([N:10]([CH3:12])[CH3:11])=[O:9])[CH2:7][C@H:2]2[NH:1][C:48]([C:46]2[S:47][C:41]3[CH2:40][N:39]([CH3:38])[CH2:44][CH2:43][C:42]=3[N:45]=2)=[O:49])=[O:25])=[N:19][CH:20]=1 |f:1.2,3.4,5.6|. Procedure: N1-{(1S,2R,4S)-2-Amino-4-[(dimethylamino)carbonyl]cyclohexyl}-N2-(5-chloropyridin-2-yl)ethanediamide (553.4 mg) was dissolved in dimethylacetamide (7 mL), and to the solution were added 1-hydroxybenzotriazole monohydrate (245.1 mg), 5-methyl-4,5,6,7-tetrahydrothiazolo[5,4-c]pyridine-2-carboxylic acid hydrochloride (386.0 mg), and 1-(3-dimethylaminopropyl)-3-ethylcarbodiimide hydrochloride (345.0 mg) at room temperature. The resultant mixture was stirred for 13 hours, and triethylamine and water ...